This data is from the Open Reaction Database (ORD), a public repository of structured organic reaction records. The task is: describe an organic reaction: reactants, conditions, products, and yield Starting materials: CN1C(NN=C1C1=CC=NC=C1)=S (2,4-dihydro-4-methy-5-(4-pyridyl)-3H-1,2,4-triazole-3-thione), C(=O)([O-])[O-].[K+].[K+] (K2CO3), CI (methyl iodide). The solvent is CC(=O)C (acetone). Yields the product CN1C(=NN=C1SC)C1=CC=NC=C1 (4-Methyl-5-methylthio-3-(4-pyridyl)-4H-1,2,4-triazole). As a reaction SMILES: [CH3:1][N:2]1[C:6]([C:7]2[CH:12]=[CH:11][N:10]=[CH:9][CH:8]=2)=[N:5][NH:4][C:3]1=[S:13].[C:14]([O-])([O-])=O.[K+].[K+].CI>CC(C)=O>[CH3:1][N:2]1[C:3]([S:13][CH3:14])=[N:4][N:5]=[C:6]1[C:7]1[CH:12]=[CH:11][N:10]=[CH:9][CH:8]=1 |f:1.2.3|. Reported procedure: A mixture of 2,4-dihydro-4-methy-5-(4-pyridyl)-3H-1,2,4-triazole-3-thione (4.19 g, 2.18×10-2 mole), K2CO3 (3.01 g, 2.18×10-2 mole), methyl iodide (1.5 ml, 2.4×10-2 mole), and acetone (65 ml) was stirred and warmed to reflux. After refluxing overnight, the solvent was evaporated at reduced pressure and the concentrate was treated with water. The aqueous mixture was extracted with EtOAc three times. The EtOAc extracts were combined, washed with saturated aqueous NaCl, and dried over anhydrous Na2S... Starting materials: CCOC(=O)/N=N/C(=O)OCC (DEAD), [N+](=O)([O-])C=1C=CC(=C(C1)O)C(F)(F)F (5-nitro-2-trifluoromethylphenol), C(C)(C)(C)OC(=O)N1[C@H](CCC1)CO ((R)-(+)-(tert-butoxy-carbonyl)-2-pyrrolidinemethanol), C1=CC=C(C=C1)P(C2=CC=CC=C2)C3=CC=CC=C3 (PPh3). The solvent is C1CCOC1 (THF), C1CCOC1 (THF). Conditions: time 18 hour. The product is [N+](=O)([O-])C=1C=CC(=C(OC[C@@H]2N(CCC2)C(=O)OC(C)(C)C)C1)C(F)(F)F ((R)-2-(5-Nitro-2-trifluoromethyl-phenoxymethyl)-1-(tert-butoxycarbonyl)pyrrolidine). RXN SMILES: [N+:1]([C:4]1[CH:5]=[CH:6][C:7]([C:11]([F:14])([F:13])[F:12])=[C:8]([OH:10])[CH:9]=1)([O-:3])=[O:2].[C:15]([O:19][C:20]([N:22]1[CH2:26][CH2:25][CH2:24][C@@H:23]1[CH2:27]O)=[O:21])([CH3:18])([CH3:17])[CH3:16].C1C=CC(P(C2C=CC=CC=2)C2C=CC=CC=2)=CC=1.CCOC(/N=N/C(OCC)=O)=O>C1COCC1>[N+:1]([C:4]1[CH:5]=[CH:6][C:7]([C:11]([F:12])([F:13])[F:14])=[C:8]([CH:9]=1)[O:10][CH2:27][C@H:23]1[CH2:24][CH2:25][CH2:26][N:22]1[C:20]([O:19][C:15]([CH3:16])([CH3:18])[CH3:17])=[O:21])([O-:3])=[O:2]. Reported procedure: To a solution of 5-nitro-2-trifluoromethylphenol (2.83 g, 13.7 mmol), (R)-(+)-(tert-butoxy-carbonyl)-2-pyrrolidinemethanol (2.75 g, 13.7 mmol), and PPh3 (3.58 g, 13.7 mmol) in 24 mL THF, cooled at −20° C. was added dropwise over 1.5 h a 12 mL THF solution containing DEAD (2.43 g, 13.9 mmol). The mixture turned a deep red. The reaction was warmed gradually to RT and stirred for 18 h. The reaction was concentrated in vacuo and treated with a small mixture of hexanes and Et2O. After sonication, the... As a reaction SMILES: [Cl:18][CH2:19][Cl:20].[Cl:1][C:2]([Cl:3])=[S:4].[NH2:5][c:6]1[cH:7][cH:8][c:9]([C:16]#[N:17])[c:10]2[cH:11][cH:12][cH:13][cH:14][c:15]12.[Na+:25].[O-:21][C:22]([OH:23])=[O:24]>>[C:2](=[S:4])=[N:5][c:6]1[cH:7][cH:8][c:9]([C:16]#[N:17])[c:10]2[cH:11][cH:12][cH:13][cH:14][c:15]12. The reactants are ClCCl, S=C(Cl)Cl, N#Cc1ccc(N)c2ccccc12, [Na+], O=C([O-])O. The product is N#Cc1ccc(N=C=S)c2ccccc12. Starting materials: [C-]#N.[Na+] (NaCN), Cl.C(C1=CC=CC=C1)OC=1C(C=C(OC1)C(CN)O)=O (1-(5-Benzyloxy-4H-pyran-4-on-2-yl)-2-amino ethanol hydrochloride), C1(=CC=CC=C1)C(C(C)=O)C (3-phenyl-2-butanone), [OH-].[Na+] (NaOH). The solvent is CO (methanol). Reaction conditions: time 2 day. Product: Cl.C(C1=CC=CC=C1)OC=1C(C=C(OC1)C(CNC(CCC1=CC=CC=C1)C)O)=O (1-(5-Benzyloxy-4H-pyran-4-one-2-yl)-2-(1-methyl-3-phenylpropylamino) ethanol hydrochloride). As a reaction SMILES: [ClH:1].[CH2:2]([O:9][C:10]1[C:11](=[O:20])[CH:12]=[C:13]([CH:16]([OH:19])[CH2:17][NH2:18])[O:14][CH:15]=1)[C:3]1[CH:8]=[CH:7][CH:6]=[CH:5][CH:4]=1.[C:21]1([CH:27](C)[C:28](=O)[CH3:29])[CH:26]=[CH:25][CH:24]=[CH:23][CH:22]=1.[OH-].[Na+].[C-:34]#N.[Na+]>CO>[ClH:1].[CH2:2]([O:9][C:10]1[C:11](=[O:20])[CH:12]=[C:13]([CH:16]([OH:19])[CH2:17][NH:18][CH:29]([CH3:34])[CH2:28][CH2:27][C:21]2[CH:22]=[CH:23][CH:24]=[CH:25][CH:26]=2)[O:14][CH:15]=1)[C:3]1[CH:8]=[CH:7][CH:6]=[CH:5][CH:4]=1 |f:0.1,3.4,5.6,8.9|. Procedure details: To 1-(5-Benzyloxy-4H-pyran-4-on-2-yl)-2-amino ethanol hydrochloride (1.94 g, 0.0065 m) and 3-phenyl-2-butanone (0.97 g, 0.0065 m) in methanol was added 65 ml of 0.1N NaOH followed by NaCN BH2 (0.25 g, 0.004 m). The mixture was stirred for 2 days at room temperature after concentration, chromatography on silica gel 60 (E. Merck) eluting with 5% CH3OH/CH2Cl2 saturated with NH3 afforded the desired product as its free base. The hydrochloride salt was prepared by dissolving in ethanol and adding aqu...